Dataset: the Open Reaction Database (ORD), a public repository of structured organic reaction records. Task: describe an organic reaction: reactants, conditions, products, and yield The reactants are O=C(Cl)c1cn(S(=O)(=O)c2ccccc2)c2ccccc12, Nc1ccccc1. Yields the product O=C(Nc1ccccc1)c1cn(S(=O)(=O)c2ccccc2)c2ccccc12. Reaction SMILES: [Cl:1][C:2](=[O:3])[c:4]1[cH:5][n:6]([S:13](=[O:14])(=[O:15])[c:16]2[cH:17][cH:18][cH:19][cH:20][cH:21]2)[c:7]2[cH:8][cH:9][cH:10][cH:11][c:12]12.[NH2:22][c:23]1[cH:24][cH:25][cH:26][cH:27][cH:28]1>>[C:2](=[O:3])([c:4]1[cH:5][n:6]([S:13](=[O:14])(=[O:15])[c:16]2[cH:17][cH:18][cH:19][cH:20][cH:21]2)[c:7]2[cH:8][cH:9][cH:10][cH:11][c:12]12)[NH:22][c:23]1[cH:24][cH:25][cH:26][cH:27][cH:28]1. Starting materials: COC(=O)[C@H]1N=C(SC1)C(CC)NC(=O)C=1C2=C(C=NC1)N(N=C2)C2=CC=C(C=C2)F ((R)-2-(1-{[1-(4-fluorophenyl)-1H-pyrazolo[3,4-c]pyridine-4-carbonyl]-amino}-propyl)-4,5-dihydro-thiazole-4-carboxylic acid methyl ester), C1CCC2=NCCCN2CC1 (DBU), BrC(Cl)(Cl)Cl (BrCCl3). Solvent: C(Cl)Cl (CH2Cl2), C(Cl)Cl (CH2Cl2). Reaction conditions: time 18 hour. Yields the product COC(=O)C=1N=C(SC1)C(CC)NC(=O)C=1C2=C(C=NC1)N(N=C2)C2=CC=C(C=C2)F (2-(1-{[1-(4-Fluorophenyl)-1H-pyrazolo[3,4-c]pyridine-4-carbonyl]-amino}-propyl)-thiazole-4-carboxylic acid methyl ester). As a reaction SMILES: [CH3:1][O:2][C:3]([C@@H:5]1[CH2:9][S:8][C:7]([CH:10]([NH:13][C:14]([C:16]2[C:17]3[CH:24]=[N:23][N:22]([C:25]4[CH:30]=[CH:29][C:28]([F:31])=[CH:27][CH:26]=4)[C:18]=3[CH:19]=[N:20][CH:21]=2)=[O:15])[CH2:11][CH3:12])=[N:6]1)=[O:4].C1CCN2C(=NCCC2)CC1.BrC(Cl)(Cl)Cl>C(Cl)Cl>[CH3:1][O:2][C:3]([C:5]1[N:6]=[C:7]([CH:10]([NH:13][C:14]([C:16]2[C:17]3[CH:24]=[N:23][N:22]([C:25]4[CH:30]=[CH:29][C:28]([F:31])=[CH:27][CH:26]=4)[C:18]=3[CH:19]=[N:20][CH:21]=2)=[O:15])[CH2:11][CH3:12])[S:8][CH:9]=1)=[O:4]. Procedure details: To a chilled (0° C.) solution of (R)-2-(1-{[1-(4-fluorophenyl)-1H-pyrazolo[3,4-c]pyridine-4-carbonyl]-amino}-propyl)-4,5-dihydro-thiazole-4-carboxylic acid methyl ester (0.296 g, 0.670 mmol) and DBU (200 μL, 1.34 mmol) in CH2Cl2 (8.0 mL) was added BrCCl3 (69.0 μL, 0.700 mmol). The mixture was then warm to room temperature. After 18 hours, the reaction mixture was diluted with CH2Cl2 (20 mL) and washed with saturated aqueous ammonium chloride (3×10 mL). The organic layer was washed with saturated... Reactants: C(C)(C)(C)S(=O)(=O)C[C@H](C(=O)N[C@H](C(=O)N[C@H]([C@H]([C@@H](O)C1CC1)O)CC1CCCCC1)CC=1N=CN(C1)C(=O)OC(C)(C)C)CC1=CC=CC=C1 ((S)-α-[(S)-α-[(tert-butylsulphonyl)methyl]hydrocinnamamido]-N-[(1S,2R,3S)-1-(cyclohexylmethyl)-3-cyclopropyl-2,3-dihydroxypropyl]-1-Boc-imidazole-4-propionamide), C([O-])([O-])=O.[K+].[K+] (potassium carbonate), [Cl-].[NH4+] (ammonium chloride). Solvent: CO (methanol). Reaction conditions: time 15 minute. Yields the product C(C)(C)(C)S(=O)(=O)C[C@H](C(=O)N[C@H](C(=O)N[C@H]([C@H]([C@@H](O)C1CC1)O)CC1CCCCC1)CC=1N=CNC1)CC1=CC=CC=C1 ((S)-α-[(S)-α-[(tert-butylsulphonyl)methyl]hydrocinnamamido]-N-[(1S,2R,3S)-1-(cyclohexylmethyl)-3-cyclopropyl-2,3-dihydroxypropyl]-imidazole-4-propionamide). Isolated yield 47.1%. Reaction SMILES: [C:1]([S:5]([CH2:8][C@@H:9]([CH2:45][C:46]1[CH:51]=[CH:50][CH:49]=[CH:48][CH:47]=1)[C:10]([NH:12][C@@H:13]([CH2:32][C:33]1[N:34]=[CH:35][N:36](C(OC(C)(C)C)=O)[CH:37]=1)[C:14]([NH:16][C@@H:17]([CH2:25][CH:26]1[CH2:31][CH2:30][CH2:29][CH2:28][CH2:27]1)[C@@H:18]([OH:24])[C@H:19]([CH:21]1[CH2:23][CH2:22]1)[OH:20])=[O:15])=[O:11])(=[O:7])=[O:6])([CH3:4])([CH3:3])[CH3:2].C(=O)([O-])[O-].[K+].[K+].[Cl-].[NH4+]>CO>[C:1]([S:5]([CH2:8][C@@H:9]([CH2:45][C:46]1[CH:51]=[CH:50][CH:49]=[CH:48][CH:47]=1)[C:10]([NH:12][C@@H:13]([CH2:32][C:33]1[N:34]=[CH:35][NH:36][CH:37]=1)[C:14]([NH:16][C@@H:17]([CH2:25][CH:26]1[CH2:31][CH2:30][CH2:29][CH2:28][CH2:27]1)[C@@H:18]([OH:24])[C@H:19]([CH:21]1[CH2:22][CH2:23]1)[OH:20])=[O:15])=[O:11])(=[O:7])=[O:6])([CH3:4])([CH3:2])[CH3:3] |f:1.2.3,4.5|. Reported procedure: A solution of 2.82 g (about 3.8 mmol) of crude (S)-α-[(S)-α-[(tert-butylsulphonyl)methyl]hydrocinnamamido]-N-[(1S,2R,3S)-1-(cyclohexylmethyl)-3-cyclopropyl-2,3-dihydroxypropyl]-1-Boc-imidazole-4-propionamide and 0.35 g (2.55 mmol) of potassium carbonate in 20 ml of methanol is stirred at room temperature under argon for 1 hour. Thereafter, 0.33 g (6.1 mmol) of ammonium chloride is added and the mixture is stirred at room temperature for a further 15 minutes. The reaction mixture is subsequently ...